Dataset: the Open Reaction Database (ORD), a public repository of structured organic reaction records. Task: describe an organic reaction: reactants, conditions, products, and yield Starting materials: BrC[C@@H](O)C1=CC=C(C=C1)F ((1S)-2-bromo-1-(4-fluorophenyl)ethanol), [OH-].[Na+] (NaOH). Run in C(C)(C)(C)OC (methyl tert-butyl ether). Conditions: temperature 21 celsius, time 3 hour. Product: FC1=CC=C(C=C1)[C@@H]1OC1 ((S)-2-(4-Fluorophenyl)oxirane). Yield: 84.6%. As a reaction SMILES: Br[CH2:2][C@H:3]([C:5]1[CH:10]=[CH:9][C:8]([F:11])=[CH:7][CH:6]=1)[OH:4].[OH-].[Na+]>C(OC)(C)(C)C>[F:11][C:8]1[CH:9]=[CH:10][C:5]([C@H:3]2[CH2:2][O:4]2)=[CH:6][CH:7]=1 |f:1.2|. Procedure: Dissolve (1S)-2-bromo-1-(4-fluorophenyl)ethanol (1650 g, 7.53 mol) in 6.8 L of methyl tert-butyl ether. Add NaOH (2M, in H2O; 4.93 L) while the mixture is at 20° C. Stir the mixture for 3 h while maintaining it at 20-22° C. Separate the layers and extract the aqueous layer with methyl tert-butyl ether (1×2 L). Combine the organic phases; wash the organic phases with brine (1×2 L); dry over Na2SO4; and filter; concentrate the filtrate to give a residue. Purify via silica gel flash column chromato... Reactants: CC1(OCC(O1)COC1=C(C=C(C=C1)F)[C@@H]1N(CCC1)C1=NC=2N(C=C1)N=CC2C(=O)O)C (5-((2R)-2-(2-((2,2-dimethyl-1,3-dioxolan-4-yl)methoxy)-5-fluorophenyl)pyrrolidin-1-yl)pyrazolo[1,5-a]pyrimidine-3-carboxylic acid), C1(CC1)N (cyclopropyl amine). The product is C1(CC1)NC(=O)C=1C=NN2C1N=C(C=C2)N2[C@H](CCC2)C2=C(C=CC(=C2)F)OCC2OC(OC2)(C)C (N-cyclopropyl-5-((2R)-2-(2-((2,2-dimethyl-1,3-dioxolan-4-yl)methoxy)-5-fluorophenyl)pyrrolidin-1-yl)pyrazolo[1,5-a]pyrimidine-3-carboxamide). The yield is 99.0%. Reaction SMILES: [CH3:1][C:2]1([CH3:33])[O:6][CH:5]([CH2:7][O:8][C:9]2[CH:14]=[CH:13][C:12]([F:15])=[CH:11][C:10]=2[C@H:16]2[CH2:20][CH2:19][CH2:18][N:17]2[C:21]2[CH:26]=[CH:25][N:24]3[N:27]=[CH:28][C:29]([C:30]([OH:32])=O)=[C:23]3[N:22]=2)[CH2:4][O:3]1.[CH:34]1([NH2:37])[CH2:36][CH2:35]1>>[CH:34]1([NH:37][C:30]([C:29]2[CH:28]=[N:27][N:24]3[CH:25]=[CH:26][C:21]([N:17]4[CH2:18][CH2:19][CH2:20][C@@H:16]4[C:10]4[CH:11]=[C:12]([F:15])[CH:13]=[CH:14][C:9]=4[O:8][CH2:7][CH:5]4[CH2:4][O:3][C:2]([CH3:33])([CH3:1])[O:6]4)=[N:22][C:23]=23)=[O:32])[CH2:36][CH2:35]1. Procedure: Prepared according to the method of Example 86, Step F, using 5-((2R)-2-(2-((2,2-dimethyl-1,3-dioxolan-4-yl)methoxy)-5-fluorophenyl)pyrrolidin-1-yl)pyrazolo[1,5-a]pyrimidine-3-carboxylic acid and cyclopropyl amine to yield the title compound as a white solid (33.0 mg, 99% yield). MS (apci) m/z=496.1 (M+H). The reactants are ClC1=C(COC2=C(C(=O)O)C=C(C=C2)F)C=CC=C1 (2-(2-chlorobenzyloxy)-5-fluorobenzoic acid). Run in C1CCOC1 (THF). Run at time 1 hour. The product is ClC1=C(COC2=C(C=C(C=C2)F)CO)C=CC=C1 ([2-(2-Chlorobenzyloxy)-5-fluorophenyl]methanol). RXN SMILES: [Cl:1][C:2]1[CH:19]=[CH:18][CH:17]=[CH:16][C:3]=1[CH2:4][O:5][C:6]1[CH:14]=[CH:13][C:12]([F:15])=[CH:11][C:7]=1[C:8](O)=[O:9]>C1COCC1>[Cl:1][C:2]1[CH:19]=[CH:18][CH:17]=[CH:16][C:3]=1[CH2:4][O:5][C:6]1[CH:14]=[CH:13][C:12]([F:15])=[CH:11][C:7]=1[CH2:8][OH:9]. Reported procedure: 5.50 g (20 mmol) of 2-(2-chlorobenzyloxy)-5-fluorobenzoic acid are dissolved in 25 ml of THF, heated to reflux and then 20 ml of 1 M borane-dimethyl sulfide complex are added dropwise. The reaction solution is then cooled to room temperature and stirred at this temperature for 1 h. The solvent is distilled out in vacuo, and water is added to the residue. Acidification is then carried out cautiously (copious gas evolution) with 1 N hydrochloric acid. 1 N sodium hydroxide solution is then added to... Reactants: BrCCCCCBr, COc1ccc2c(c1)OC=CNC2=O, CN(C)C=O, [H-], [Na+]. As a reaction SMILES: [Br:17][CH2:18][CH2:19][CH2:20][CH2:21][CH2:22][Br:23].[CH3:1][O:2][c:3]1[cH:4][c:5]2[c:6]([cH:13][cH:14]1)[C:7](=[O:12])[NH:8][CH:9]=[CH:10][O:11]2.[CH3:24][N:25]([CH3:26])[CH:27]=[O:28].[H-:15].[Na+:16]>>[CH3:1][O:2][c:3]1[cH:4][c:5]2[c:6]([cH:13][cH:14]1)[C:7](=[O:12])[N:8]([CH2:22][CH2:21][CH2:20][CH2:19][CH2:18][Br:17])[CH:9]=[CH:10][O:11]2. The product is COc1ccc2c(c1)OC=CN(CCCCCBr)C2=O. The reactants are C(C1=CC=CC=C1)OCC(OCC(=O)O)CO[Si](C)(C)C(C)(C)C (1-O-Benzyl-3-t-butyldimethylsilyl-2-O-carboxymethylglycerol), [OH-].[K+] (potassium hydroxide). Run in CO (methanol), O (water). Run at time 60 hour. The product is C(C1=CC=CC=C1)OCC(OCC(=O)O)CO (1-O-benzyl-2-O-carboxymethylglycerol). Reaction SMILES: [CH2:1]([O:8][CH2:9][CH:10]([CH2:16][O:17][Si](C(C)(C)C)(C)C)[O:11][CH2:12][C:13]([OH:15])=[O:14])[C:2]1[CH:7]=[CH:6][CH:5]=[CH:4][CH:3]=1.[OH-].[K+]>CO.O>[CH2:1]([O:8][CH2:9][CH:10]([CH2:16][OH:17])[O:11][CH2:12][C:13]([OH:15])=[O:14])[C:2]1[CH:3]=[CH:4][CH:5]=[CH:6][CH:7]=1 |f:1.2|. Reported procedure: 1-O-Benzyl-3-t-butyldimethylsilyl-2-O-carboxymethylglycerol (5 g) was dissolved in methanol (50 ml), and a solution of 85% potassium hydroxide (7 g) in water (50 ml) was added thereto. The mixture was stirred at room temperature for 60 hours to complete the reaction.